The task is: describe an organic reaction: reactants, conditions, products, and yield. This data is from the Open Reaction Database (ORD), a public repository of structured organic reaction records. Starting materials: C1(=CC=CC=C1)NC1=CC=C(C=C1)C1=CC=C(NC2=CC=CC=C2)C=C1 (N,N'-diphenylbenzidine), CCCCCCCCCCCCC (n-tridecane), C1(=CC=CC=C1)C (toluene), IC=1C=C(CCC(=O)OCC)C=CC1 (ethyl 3-iododihydrocinnamate), C([O-])([O-])=O.[K+].[K+] (potassium carbonate). The reagents and catalysts are O.O.O.O.O.S(=O)(=O)([O-])[O-].[Cu+2] (copper sulfate pentahydrate). Reaction conditions: temperature 230 celsius. Yields the product C1(=CC=CC=C1)N(C1=CC=C(C=C1)C1=CC=C(C=C1)N(C1=CC(=CC=C1)CCC(=O)OCC)C1=CC=CC=C1)C1=CC(=CC=C1)CCC(=O)OCC (N,N'-diphenyl-N,N'-bis[3-(2-ethoxycarbonylethyl)phenyl]-[1,1'-biphenyl]-4,4'-diamine). As a reaction SMILES: [C:1]1([NH:7][C:8]2[CH:13]=[CH:12][C:11]([C:14]3[CH:26]=[CH:25][C:17]([NH:18][C:19]4[CH:24]=[CH:23][CH:22]=[CH:21][CH:20]=4)=[CH:16][CH:15]=3)=[CH:10][CH:9]=2)[CH:6]=[CH:5][CH:4]=[CH:3][CH:2]=1.I[C:28]1[CH:29]=[C:30]([CH:38]=[CH:39][CH:40]=1)[CH2:31][CH2:32][C:33]([O:35][CH2:36][CH3:37])=[O:34].[C:41](=[O:44])([O-])[O-:42].[K+].[K+].CCCCC[CH2:52][CH2:53][CH2:54][CH2:55][CH2:56][CH2:57][CH2:58][CH3:59].[C:60]1(C)C=CC=C[CH:61]=1>O.O.O.O.O.S([O-])([O-])(=O)=O.[Cu+2]>[C:19]1([N:18]([C:58]2[CH:57]=[CH:56][CH:55]=[C:54]([CH2:53][CH2:52][C:41]([O:42][CH2:60][CH3:61])=[O:44])[CH:59]=2)[C:17]2[CH:25]=[CH:26][C:14]([C:11]3[CH:12]=[CH:13][C:8]([N:7]([C:1]4[CH:6]=[CH:5][CH:4]=[CH:3][CH:2]=4)[C:28]4[CH:40]=[CH:39][CH:38]=[C:30]([CH2:31][CH2:32][C:33]([O:35][CH2:36][CH3:37])=[O:34])[CH:29]=4)=[CH:9][CH:10]=3)=[CH:15][CH:16]=2)[CH:20]=[CH:21][CH:22]=[CH:23][CH:24]=1 |f:2.3.4,7.8.9.10.11.12.13|. Reported procedure: In a 100 ml-volume flask, 10.77 g of N,N'-diphenylbenzidine, 23.0 g of ethyl 3-iododihydrocinnamate, 11.61 g of potassium carbonate, 1.0 g of copper sulfate pentahydrate and 20 ml of n-tridecane were placed, and the mixture was reacted under heating at 230° C. for one hour in a nitrogen stream. After the reaction, the system was cooled to room temperature, the reaction mixture was dissolved in 50 ml of toluene, insoluble matters were filtered and the filtrate was purified by silica gel column ch... Starting materials: N (ammonia), S(=O)(=O)(Cl)Cl (sulfonyl chloride), P(=O)(Cl)(Cl)Cl (phosphoryl chloride), [Na] (sodium), NC1=C(C=C(C=C1)[N+](=O)[O-])S(=O)(=O)O (2-amino-5-nitro-benzenesulfonic acid), S1(=O)(=O)CCCC1 (sulfolane). Solvent: CO (methanol). Yields the product N (ammonia), NC1=C(C=C(C=C1)[N+](=O)[O-])S(=O)(=O)N (2-amino-5-nitro-benzenesulfonamide). As a reaction SMILES: [Na].[NH2:2][C:3]1[CH:8]=[CH:7][C:6]([N+:9]([O-:11])=[O:10])=[CH:5][C:4]=1[S:12]([OH:15])(=O)=[O:13].S(Cl)(Cl)(=O)=O.P(Cl)(Cl)(Cl)=O.S1(CCCC1)(=O)=O.[NH3:33]>CO>[NH3:2].[NH2:2][C:3]1[CH:8]=[CH:7][C:6]([N+:9]([O-:11])=[O:10])=[CH:5][C:4]=1[S:12]([NH2:33])(=[O:15])=[O:13] |^1:0|. Procedure details: The commercially available sodium salt of 2-amino-5-nitro-benzenesulfonic acid can be converted to the corresponding sulfonyl chloride with phosphoryl chloride in the presence of a suitable co-solvent, such as sulfolane. Treatment with ammonia, e.g., ammonia solution in methanol or ammonia gas, affords the desired 2-amino-5-nitro-benzenesulfonamide intermediate. Reactants: O.NN (hydrazine hydrate), C(C)O (ethanol), Cl (hydrochloric acid), C(#N)C=1C=C(SC1S(=O)(=O)C)C(=O)OCC (ethyl 4-cyano-5-methylsulfonylthiophene-2-carboxylate), C(C)O (ethanol), C(O)([O-])=O.[Na+] (sodium hydrogen carbonate), O.NN (hydrazine hydrate). Reaction conditions: temperature 25 celsius, time 2 hour. Yields the product C(C)N1N=C(C2=C1SC=C2)N (ethyl 3-amino-1H-thieno[2,3-c]pyrazole). As a reaction SMILES: [C:1]([C:3]1[CH:4]=[C:5](C(OCC)=O)[S:6][C:7]=1S(C)(=O)=O)#[N:2].O.[NH2:18][NH2:19].Cl.C(=O)([O-])O.[Na+].[CH2:26](O)[CH3:27]>>[CH2:26]([N:18]1[C:7]2[S:6][CH:5]=[CH:4][C:3]=2[C:1]([NH2:2])=[N:19]1)[CH3:27] |f:1.2,4.5|. Reported procedure: A suspension of 16.4 g (0.063 mol) of ethyl 4-cyano-5-methylsulfonylthiophene-2-carboxylate in 160 mL of absolute ethanol is refluxed until the product has dissolved, and a solution of 6.2 mL (0.126 mol) of hydrazine hydrate in 40 mL of absolute ethanol is then added dropwise. The reaction mixture is stirred at reflux for 2 hours, and 4.6 mL (0.094 mol) of hydrazine hydrate are then added dropwise and stirring at reflux is continued for two hours. After cooling to a temperature in the region of ...